From a dataset of the Open Reaction Database (ORD), a public repository of structured organic reaction records. describe an organic reaction: reactants, conditions, products, and yield Reactants: ClCCCl, CN(C)c1ccncc1, Cl, O=C(O)c1nccc2ccc(F)cc12, COC(=O)Cc1ccc(N)c(Cl)c1, CN(C)C=O, O, On1nnc2ccccc21. The product is COC(=O)Cc1ccc(NC(=O)c2nccc3ccc(F)cc23)c(Cl)c1. Reaction SMILES: [CH2:38]([Cl:39])[CH2:40][Cl:41].[CH3:48][N:49]([c:50]1[cH:51][cH:52][n:53][cH:54][cH:55]1)[CH3:56].[ClH:42].[F:1][c:2]1[cH:3][cH:4][c:5]2[cH:6][cH:7][n:8][c:9]([C:12](=[O:13])[OH:14])[c:10]2[cH:11]1.[NH2:15][c:16]1[c:17]([Cl:27])[cH:18][c:19]([CH2:22][C:23](=[O:24])[O:25][CH3:26])[cH:20][cH:21]1.[O:43]=[CH:44][N:45]([CH3:46])[CH3:47].[OH2:57].[OH:28][n:29]1[c:30]2[c:31]([cH:32][cH:33][cH:34][cH:35]2)[n:36][n:37]1>>[F:1][c:2]1[cH:3][cH:4][c:5]2[cH:6][cH:7][n:8][c:9]([C:12](=[O:14])[NH:15][c:16]3[c:17]([Cl:27])[cH:18][c:19]([CH2:22][C:23](=[O:24])[O:25][CH3:26])[cH:20][cH:21]3)[c:10]2[cH:11]1. The reactants are N1CCCC1 (pyrrolidine), COC1CN(CC1)C1=NN2C(C=CC(=C2)NC(=O)C2=C(C=NN2C)C(=O)O)=N1 (5-[2-(3-Methoxy-pyrrolidin-1-yl)-[1,2,4]triazolo[1,5-a]pyridin-6-ylcarbamoyl]-1-methyl-1H-pyrazole-4-carboxylic acid), solid. Yields the product COC1CN(CC1)C1=NN2C(C=CC(=C2)NC(=O)C=2N(N=CC2C(=O)N2CCCC2)C)=N1 (2-Methyl-4-(pyrrolidine-1-carbonyl)-2H-pyrazole-3-carboxylic acid [2-(3-methoxy-pyrrolidin-1-yl)-[1,2,4]triazolo[1,5-a]pyridin-6-yl]-amide). RXN SMILES: [NH:1]1[CH2:5][CH2:4][CH2:3][CH2:2]1.[CH3:6][O:7][CH:8]1[CH2:12][CH2:11][N:10]([C:13]2[N:33]=[C:16]3[CH:17]=[CH:18][C:19]([NH:21][C:22]([C:24]4[N:28]([CH3:29])[N:27]=[CH:26][C:25]=4[C:30]([OH:32])=O)=[O:23])=[CH:20][N:15]3[N:14]=2)[CH2:9]1>>[CH3:6][O:7][CH:8]1[CH2:12][CH2:11][N:10]([C:13]2[N:33]=[C:16]3[CH:17]=[CH:18][C:19]([NH:21][C:22]([C:24]4[N:28]([CH3:29])[N:27]=[CH:26][C:25]=4[C:30]([N:1]4[CH2:5][CH2:4][CH2:3][CH2:2]4)=[O:32])=[O:23])=[CH:20][N:15]3[N:14]=2)[CH2:9]1. Reported procedure: Using pyrrolidine and 5-[2-(3-Methoxy-pyrrolidin-1-yl)-[1,2,4]triazolo[1,5-a]pyridin-6-ylcarbamoyl]-1-methyl-1H-pyrazole-4-carboxylic acid, the title compound was prepared in the same manner as described for example 2. Off white solid (72 mg, 53%). MS: m/z=439 (M+H+).